This data is from the Open Reaction Database (ORD), a public repository of structured organic reaction records. The task is: describe an organic reaction: reactants, conditions, products, and yield Reactants: COc1c(Cl)c(C)c(C(C)=O)c(OCCBr)c1OCCC(C)c1ccc(F)cc1, ClCCl, c1c[nH]cn1. Yields the product COc1c(Cl)c(C)c(C(C)=O)c(OCCn2ccnc2)c1OCCC(C)c1ccc(F)cc1. RXN SMILES: [Br:1][CH2:2][CH2:3][O:4][c:5]1[c:6]([C:27]([CH3:28])=[O:29])[c:7]([CH3:26])[c:8]([Cl:25])[c:9]([O:23][CH3:24])[c:10]1[O:11][CH2:12][CH2:13][CH:14]([CH3:15])[c:16]1[cH:17][cH:18][c:19]([F:22])[cH:20][cH:21]1.[Cl:35][CH2:36][Cl:37].[nH:30]1[cH:31][n:32][cH:33][cH:34]1>>[CH2:2]([CH2:3][O:4][c:5]1[c:6]([C:27]([CH3:28])=[O:29])[c:7]([CH3:26])[c:8]([Cl:25])[c:9]([O:23][CH3:24])[c:10]1[O:11][CH2:12][CH2:13][CH:14]([CH3:15])[c:16]1[cH:17][cH:18][c:19]([F:22])[cH:20][cH:21]1)[n:30]1[cH:31][n:32][cH:33][cH:34]1. Reactants: ClCCl, COC(=O)c1ccccc1S(=O)(=O)N=C=O, COc1cc(C)nc(N)n1. The product is COC(=O)c1ccccc1S(=O)(=O)NC(=O)Nc1nc(C)cc(OC)n1. Reaction SMILES: [CH2:27]([Cl:28])[Cl:29].[CH3:11][O:12][C:13](=[O:14])[c:15]1[c:16]([S:21](=[O:22])(=[O:23])[N:24]=[C:25]=[O:26])[cH:17][cH:18][cH:19][cH:20]1.[NH2:1][c:2]1[n:3][c:4]([CH3:10])[cH:5][c:6]([O:8][CH3:9])[n:7]1>>[NH:1]([c:2]1[n:3][c:4]([CH3:10])[cH:5][c:6]([O:8][CH3:9])[n:7]1)[C:25]([NH:24][S:21]([c:16]1[c:15]([C:13]([O:12][CH3:11])=[O:14])[cH:20][cH:19][cH:18][cH:17]1)(=[O:22])=[O:23])=[O:26]. Starting materials: CC(=O)O, CC(C)c1cc(Cc2c(Cl)cc(N3C(=O)c4ccccc4C3=O)cc2Cl)nn(C)c1=O. The product is CC(C)c1cc(Cc2c(Cl)cc(N)cc2Cl)nn(C)c1=O. As a reaction SMILES: [CH3:32][C:33](=[O:34])[OH:35].[Cl:1][c:2]1[cH:3][c:4]([N:21]2[C:22](=[O:23])[c:24]3[c:25]([cH:26][cH:27][cH:28][cH:29]3)[C:30]2=[O:31])[cH:5][c:6]([Cl:20])[c:7]1[CH2:8][c:9]1[n:10][n:11]([CH3:19])[c:12](=[O:18])[c:13]([CH:15]([CH3:16])[CH3:17])[cH:14]1>>[Cl:1][c:2]1[cH:3][c:4]([NH2:21])[cH:5][c:6]([Cl:20])[c:7]1[CH2:8][c:9]1[n:10][n:11]([CH3:19])[c:12](=[O:18])[c:13]([CH:15]([CH3:16])[CH3:17])[cH:14]1.